Dataset: the Open Reaction Database (ORD), a public repository of structured organic reaction records. Task: describe an organic reaction: reactants, conditions, products, and yield Reactants: S(=O)(Cl)Cl (thionyl chloride), C1(=CC=CC=C1)S(=O)(=O)NC(C=CC1=CC=CC=C1)=S (N-phenylsulfonyl-3-phenylthioacrylamide), C1(=CC=CC=C1)C (toluene). The reagents and catalysts are CN(C)C=O (DMF). Solvent: C(C)N(CC)CC (triethylamine). Conditions: temperature 60 celsius, time 3 hour. Product: C1(=CC=CC=C1)S(=O)(=O)N=C(C=CSC1=CC=CC=C1)SC1=CC=CC=C1 (phenyl N-phenylsulfonyl-3-(phenylthio)thioacrylimidate). As a reaction SMILES: [C:1]1([S:7]([NH:10][C:11](=[S:20])[CH:12]=[CH:13]C2C=CC=CC=2)(=[O:9])=[O:8])[CH:6]=[CH:5][CH:4]=[CH:3][CH:2]=1.[C:21]1(C)[CH:26]=[CH:25][CH:24]=[CH:23][CH:22]=1.S(Cl)(Cl)=O>CN(C=O)C.C(N(CC)CC)C>[C:1]1([S:7]([N:10]=[C:11]([S:20][C:21]2[CH:22]=[CH:23][CH:24]=[CH:25][CH:26]=2)[CH:12]=[CH:13][S:7][C:1]2[CH:6]=[CH:5][CH:4]=[CH:3][CH:2]=2)(=[O:8])=[O:9])[CH:2]=[CH:3][CH:4]=[CH:5][CH:6]=1. Reported procedure: N-phenylsulfonyl-3-phenylthioacrylamide (0.50 g) was suspended to toluene (10 ml), then thionyl chloride (0.20 ml), triethylamine (0.40 ml) and one drop of DMF were added thereto at room temperature. The mixture was stirred on the 60° C. oil bath for three hours. Then it was cooled and filtered off the insoluble matter. The filtrate was concentrated under reduced pressure. The residue was dissolved to DMF (8 ml). DMF (2 ml) solution of sodium salt of thiophenol (0.30 g) was added thereto under i... The reactants are material 32, O=C1N(CCC2(CC(C(CC12)C(=O)OC(C)(C)C)=O)C1=CC(=CC=C1)OC)C (tert-Butyl 1,6-Dioxo-4a-(3'-methoxyphenyl)-2-methyldecahydroisoquinoline-7-carboxylate), alkali metal methanolate, FC(C(=O)O)(F)F (trifluoroacetic acid), C1=CC=CC=C1.CCCCCC (benzene hexane). Solvent: CO (methanol), C1=CC=CC=C1 (benzene). Product: O=C1N(CC[C@@]2(CC(CC[C@@H]12)=O)C1=CC(=CC=C1)OC)C (trans 1,6-dioxo-4a-(3'-methoxyphenyl)-2-methyl-decahydroisoquinoline). RXN SMILES: FC(F)(F)C(O)=O.C1C=CC=CC=1.CCCCCC.[O:20]=[C:21]1[CH:30]2[C:25]([C:39]3[CH:44]=[CH:43][CH:42]=[C:41]([O:45][CH3:46])[CH:40]=3)([CH2:26][C:27](=[O:38])[CH:28](C(OC(C)(C)C)=O)[CH2:29]2)[CH2:24][CH2:23][N:22]1[CH3:47]>CO.C1C=CC=CC=1>[O:20]=[C:21]1[C@H:30]2[C@@:25]([C:39]3[CH:44]=[CH:43][CH:42]=[C:41]([O:45][CH3:46])[CH:40]=3)([CH2:26][C:27](=[O:38])[CH2:28][CH2:29]2)[CH2:24][CH2:23][N:22]1[CH3:47] |f:1.2|. Procedure details: In a process of preparing 4a-aryldecahydroisoquinolines the steps consisting essentially of the conversion of nipecotates to substituted methylenepiperidone and carboxylic ring formation according to the following reaction system: ##STR10## wherein 4-carboxymethyl-4-(3'-methoxyphenyl)-1-methyl-3-methylene-2-piperidone (29) is converted to an imidazolide (31) by the action of carbonyldiimidazole in CHCl3 /THF and subsequently with the magnesium enolate of tert-butyl hydrogen malonate to produce t... Starting materials: COC1=CC=C(CN2N=C(C=3C2=NC=CC3OC3=C(C=C(C=C3)NC(=O)C=3C(N(N=CC3)C3=CC=C(C=C3)F)=O)F)N[C@@H]3[C@@H](CN(CC3)CC)F)C=C1 (N-(4-(1-(4-methoxybenzyl)-3-((3R*,4S*)-1-ethyl-3-fluoropiperidin-4-ylamino)-1H-pyrazolo[3,4-b]pyridin-4-yloxy)-3-fluorophenyl)-2-(4-fluorophenyl)-3-oxo-2,3-dihydropyridazine-4-carboxamide), FC(C(=O)O)(F)F (2,2,2-trifluoroacetic acid). Product: C(C)N1C[C@H]([C@H](CC1)NC1=NNC2=NC=CC(=C21)OC2=C(C=C(C=C2)NC(=O)C=2C(N(N=CC2)C2=CC=C(C=C2)F)=O)F)F (N-(4-(3-((3R*,4S*)-1-ethyl-3-fluoropiperidin-4-ylamino)-1H-pyrazolo[3,4-b]pyridin-4-yloxy)-3-fluorophenyl)-2-(4-fluorophenyl)-3-oxo-2,3-dihydropyridazine-4-carboxamide). Isolated yield 66.2%. RXN SMILES: COC1C=CC(C[N:8]2[C:12]3=[N:13][CH:14]=[CH:15][C:16]([O:17][C:18]4[CH:23]=[CH:22][C:21]([NH:24][C:25]([C:27]5[C:28](=[O:40])[N:29]([C:33]6[CH:38]=[CH:37][C:36]([F:39])=[CH:35][CH:34]=6)[N:30]=[CH:31][CH:32]=5)=[O:26])=[CH:20][C:19]=4[F:41])=[C:11]3[C:10]([NH:42][C@H:43]3[CH2:48][CH2:47][N:46]([CH2:49][CH3:50])[CH2:45][C@H:44]3[F:51])=[N:9]2)=CC=1.FC(F)(F)C(O)=O>>[CH2:49]([N:46]1[CH2:47][CH2:48][C@H:43]([NH:42][C:10]2[C:11]3[C:12](=[N:13][CH:14]=[CH:15][C:16]=3[O:17][C:18]3[CH:23]=[CH:22][C:21]([NH:24][C:25]([C:27]4[C:28](=[O:40])[N:29]([C:33]5[CH:34]=[CH:35][C:36]([F:39])=[CH:37][CH:38]=5)[N:30]=[CH:31][CH:32]=4)=[O:26])=[CH:20][C:19]=3[F:41])[NH:8][N:9]=2)[C@H:44]([F:51])[CH2:45]1)[CH3:50]. Procedure details: Prepared from ±N-(4-(1-(4-methoxybenzyl)-3-((3R*,4S*)-1-ethyl-3-fluoropiperidin-4-ylamino)-1H-pyrazolo[3,4-b]pyridin-4-yloxy)-3-fluorophenyl)-2-(4-fluorophenyl)-3-oxo-2,3-dihydropyridazine-4-carboxamide (8 mg, 0.01 mmol) and 2,2,2-trifluoroacetic acid (0.43 mL, 5.5 mmol) according to the procedure described for Example 145, Step C. The product was obtained as a pale yellow powder (4 mg, 51%). HPLC: 95% purity (220 nm); LRMS (ESI+): 97% purity, 220 nm, m/z 605 (M+1) detected; 1H NMR (400 MHz, MeO...